This data is from the Open Reaction Database (ORD), a public repository of structured organic reaction records. The task is: describe an organic reaction: reactants, conditions, products, and yield Reactants: ClC1=C2C=C(NC2=C(C=C1)OC1=CC(=CC=C1)[N+](=O)[O-])C(=O)N=C(NC)N (4-chloro-1-methyl-7-(3-nitrophenoxy)-2-indoloylguanidine), O.O.[Sn](Cl)Cl (tin (II) chloride dihydrate). Solvent: C(C)O (ethanol). Yields the product Cl.NC=1C=C(OC=2C=CC(=C3C=C(NC23)C(=O)N=C(NC)N)Cl)C=CC1 (7-(3-aminophenoxy)-4-chloro-1-methyl-2-indoloylguanidine hydrochloride). Yield: 130.4%. As a reaction SMILES: [Cl:1][C:2]1[CH:10]=[CH:9][C:8]([O:11][C:12]2[CH:17]=[CH:16][CH:15]=[C:14]([N+:18]([O-])=O)[CH:13]=2)=[C:7]2[C:3]=1[CH:4]=[C:5]([C:21]([N:23]=[C:24]([NH2:27])[NH:25][CH3:26])=[O:22])[NH:6]2.O.O.[Sn](Cl)Cl>C(O)C>[ClH:1].[NH2:18][C:14]1[CH:13]=[C:12]([CH:17]=[CH:16][CH:15]=1)[O:11][C:8]1[CH:9]=[CH:10][C:2]([Cl:1])=[C:3]2[C:7]=1[NH:6][C:5]([C:21]([N:23]=[C:24]([NH2:27])[NH:25][CH3:26])=[O:22])=[CH:4]2 |f:1.2.3,5.6|. Procedure: The reaction was carried out in a manner similar to Example 186 c) except for using 0.055 g (0.14 mmol) of 4-chloro-1-methyl-7-(3-nitrophenoxy)-2-indoloylguanidine, 0.16 g (0.71 mmol) of tin (II) chloride dihydrate and 5 ml of ethanol. Thus, 0.036 g (59.0%) of 7-(3-aminophenoxy)-4-chloro-1-methyl-2-indoloylguanidine hydrochloride was obtained. The reactants are CCn1c2ccccc2c2cc(Nc3nccc(-c4ccc(N5CCN(C(=O)OC(C)(C)C)CC5)nc4)n3)ccc21, ClCCl, O=C(O)C(F)(F)F. Yields the product CCn1c2ccccc2c2cc(Nc3nccc(-c4ccc(N5CCNCC5)nc4)n3)ccc21. As a reaction SMILES: [C:1]([O:2][C:3](=[O:4])[N:8]1[CH2:9][CH2:10][N:11]([c:14]2[n:15][cH:16][c:17](-[c:20]3[n:21][c:22]([NH:26][c:27]4[cH:28][cH:29][c:30]5[n:31]([CH2:40][CH3:41])[c:32]6[cH:33][cH:34][cH:35][cH:36][c:37]6[c:38]5[cH:39]4)[n:23][cH:24][cH:25]3)[cH:18][cH:19]2)[CH2:12][CH2:13]1)([CH3:5])([CH3:6])[CH3:7].[Cl:49][CH2:50][Cl:51].[OH:42][C:43]([C:44]([F:45])([F:46])[F:47])=[O:48]>>[NH:8]1[CH2:9][CH2:10][N:11]([c:14]2[n:15][cH:16][c:17](-[c:20]3[n:21][c:22]([NH:26][c:27]4[cH:28][cH:29][c:30]5[n:31]([CH2:40][CH3:41])[c:32]6[cH:33][cH:34][cH:35][cH:36][c:37]6[c:38]5[cH:39]4)[n:23][cH:24][cH:25]3)[cH:18][cH:19]2)[CH2:12][CH2:13]1. Starting materials: C1CCOC1, CN(C)c1ccc(C#N)c(Cl)c1. Yields the product CN(C)c1ccc(CN)c(Cl)c1. Reaction SMILES: [CH2:13]1[O:14][CH2:15][CH2:16][CH2:17]1.[Cl:1][c:2]1[c:3]([C:4]#[N:5])[cH:6][cH:7][c:8]([N:10]([CH3:11])[CH3:12])[cH:9]1>>[Cl:1][c:2]1[c:3]([CH2:4][NH2:5])[cH:6][cH:7][c:8]([N:10]([CH3:11])[CH3:12])[cH:9]1. The reactants are 12.8, ClC1=CC2=C(N(C(N2C)=O)C2CCN(CC2)C(=O)OCC)C=C1 (ethyl 4-(5-chloro-1,3-dihydro-3-methyl-2-oxo-2H-benzimidazol-1-yl)-1-piperidinecarboxylate), [OH-].[K+] (potassium hydroxide), CC(C)O (2-propanol). Solvent: O (water). The product is ClC1=CC2=C(N(C(N2C)=O)C2CCNCC2)C=C1 (5-chloro-1,3-dihydro-3-methyl-1-(4-piperidinyl)-2H-benzimidazol-2-one). As a reaction SMILES: [Cl:1][C:2]1[CH:23]=[CH:22][C:5]2[N:6]([CH:11]3[CH2:16][CH2:15][N:14](C(OCC)=O)[CH2:13][CH2:12]3)[C:7](=[O:10])[N:8]([CH3:9])[C:4]=2[CH:3]=1.[OH-].[K+].CC(O)C>O>[Cl:1][C:2]1[CH:23]=[CH:22][C:5]2[N:6]([CH:11]3[CH2:12][CH2:13][NH:14][CH2:15][CH2:16]3)[C:7](=[O:10])[N:8]([CH3:9])[C:4]=2[CH:3]=1 |f:1.2|. Procedure: A mixture of 12.8 parts of ethyl 4-(5-chloro-1,3-dihydro-3-methyl-2-oxo-2H-benzimidazol-1-yl)-1-piperidinecarboxylate, 20 parts of potassium hydroxide, 128 parts of 2-propanol and 2.5 parts of water is stirred and refluxed overnight. The reaction mixture is cooled and evaporated. Water is added to the residue and the product is extracted with trichloromethane. The extract is dried, filtered and evaporated. The residue is triturated in 2,2'-oxybispropane. The product is filtered off and dried, yi... The reactants are CN(C=CC(=O)C1=CC=NC=C1)C (3-dimethylamino-1-(4-pyridinyl)-2-propen-1-one), C(O)(O)=O.COC1=CC=C(C=C1)NC(=N)N (4-methoxyphenylguanidine carbonate). Run in C(C)(C)O (isopropanol). The product is COC1=CC=C(C=C1)NC1=NC=CC(=N1)C1=CC=NC=C1 (N-(4-Methoxyphenyl)-4-(4-pyridinyl)-2-pyrimidinamine). RXN SMILES: CN(C)[CH:3]=[CH:4][C:5]([C:7]1[CH:12]=[CH:11][N:10]=[CH:9][CH:8]=1)=O.C(=O)(O)O.[CH3:18][O:19][C:20]1[CH:25]=[CH:24][C:23]([NH:26][C:27]([NH2:29])=[NH:28])=[CH:22][CH:21]=1>C(O)(C)C>[CH3:18][O:19][C:20]1[CH:21]=[CH:22][C:23]([NH:26][C:27]2[N:29]=[C:5]([C:7]3[CH:12]=[CH:11][N:10]=[CH:9][CH:8]=3)[CH:4]=[CH:3][N:28]=2)=[CH:24][CH:25]=1 |f:1.2|. Procedure details: A 14.4 g amount of 3-dimethylamino-1-(4-pyridinyl)-2-propen-1-one (U.S. Pat. No. 4,281,000) and 16.1 g of 4-methoxyphenylguanidine carbonate in 200 ml of isopropanol was heated at reflux for 24 hours. The solvent was evaporated to 1/3 volume, then the mixture was cooled in an ice-bath to crystallize the crude product. The product was collected by filtration and washed with water, then with isopropanol. The material was recrystallized from isopropanol/ethylene glycol monomethyl ether to give 16.7...